From a dataset of the Open Reaction Database (ORD), a public repository of structured organic reaction records. describe an organic reaction: reactants, conditions, products, and yield Starting materials: COC=1C=C2CC(C(CC2=CC1)C1=C(C=CC=C1)N)(C)C (2-(6-methoxy-3,3-dimethyl-1,2,3,4-tetrahydronaphthalen-2-yl)phenylamine), Cl.N1(CCCCCC1)CCOC1=CC=C(C(=O)O)C=C1 (4-(2-azepan-1-ylethoxy)benzoic acid hydrochloride), N1(CCCCCC1)CCOC1=CC=C(CNC2=C(C=CC=C2)C2CC3=CC=C(C=C3CC2(C)C)OC)C=C1 ([4-(2-azepan-1-ylethoxy)benzyl][2-(6-methoxy-3,3-dimethyl-1,2,3,4-tetrahydronaphthalen-2-yl)phenyl]amine). Yields the product N1(CCCCCC1)CCOC1=CC=C(CN(C2=C(C=CC=C2)C2CC3=CC=C(C=C3CC2(C)C)OC)CC)C=C1 ([4-(2-azepan-1-ylethoxy)benzyl]ethyl[2-(6-methoxy-3,3-dimethyl-1,2,3,4-tetrahydronaphthalen-2-yl)phenyl]amine). RXN SMILES: COC1C=C2C(=CC=1)CC(C1C=CC=CC=1N)C(C)(C)C2.Cl.[N:23]1([CH2:30][CH2:31][O:32][C:33]2[CH:41]=[CH:40][C:36]([C:37](O)=O)=[CH:35][CH:34]=2)[CH2:29][CH2:28][CH2:27][CH2:26][CH2:25][CH2:24]1.N1(CCOC2C=C[C:55]([CH2:56][NH:57][C:58]3[CH:63]=[CH:62][CH:61]=[CH:60][C:59]=3[CH:64]3[C:73]([CH3:75])([CH3:74])[CH2:72][C:71]4[C:66](=[CH:67][CH:68]=[C:69]([O:76][CH3:77])[CH:70]=4)[CH2:65]3)=CC=2)CCCCCC1>>[N:23]1([CH2:30][CH2:31][O:32][C:33]2[CH:41]=[CH:40][C:36]([CH2:37][N:57]([CH2:56][CH3:55])[C:58]3[CH:63]=[CH:62][CH:61]=[CH:60][C:59]=3[CH:64]3[C:73]([CH3:74])([CH3:75])[CH2:72][C:71]4[C:66](=[CH:67][CH:68]=[C:69]([O:76][CH3:77])[CH:70]=4)[CH2:65]3)=[CH:35][CH:34]=2)[CH2:29][CH2:28][CH2:27][CH2:26][CH2:25][CH2:24]1 |f:1.2|. Procedure details: Synthesized from 2-(6-methoxy-3,3-dimethyl-1,2,3,4-tetrahydronaphthalen-2-yl)phenylamine and 4-(2-azepan-1-ylethoxy)benzoic acid hydrochloride according to an analogous synthetic method to Example 152, [4-(2-azepan-1-ylethoxy)benzyl][2-(6-methoxy-3,3-dimethyl-1,2,3,4-tetrahydronaphthalen-2-yl)phenyl]amine (434 mg) was used according to an analogous synthetic method to Example 36 to provide [4-(2-azepan-1-ylethoxy)benzyl]ethyl[2-(6-methoxy-3,3-dimethyl-1,2,3,4-tetrahydronaphthalen-2-yl)phenyl]ami...